Dataset: the Open Reaction Database (ORD), a public repository of structured organic reaction records. Task: describe an organic reaction: reactants, conditions, products, and yield Starting materials: mixture, FF (fluorine), C([O-])(O)=O.[Na+] (sodium bicarbonate), C(C)C1=CC=NC=C1 (4-ethylpyridine), II (iodine), FF (fluorine), lime, PTFE. Run in S(=O)(=O)([O-])S(=O)[O-].[Na+].[Na+] (sodium metabisulfite), CF2ClCFCl2. The product is FC1=NC=CC(=C1)CC (2-fluoro-4-ethylpyridine). RXN SMILES: [CH2:1]([C:3]1[CH:8]=[CH:7][N:6]=[CH:5][CH:4]=1)[CH3:2].II.[F:11]F.C(=O)(O)[O-].[Na+]>S(S([O-])=O)([O-])(=O)=O.[Na+].[Na+]>[F:11][C:5]1[CH:4]=[C:3]([CH2:1][CH3:2])[CH:8]=[CH:7][N:6]=1 |f:3.4,5.6.7|. Reported procedure: A solution containing 4-ethylpyridine (12.8 g, 120 mmol) and iodine (30.5 g, 120 mmol) in CF2ClCFCl2 (150 ml) was placed in a fluorination apparatus fitted with a drying tube filled with soda lime. Elemental fluorine (165 mmol) as a 10% mixture in dry nitrogen was then passed through the stirred solution using narrow bore PTFE tubing at ca. 40 ml/min. After the fluorine had been added the solution was poured into 10% aqueous sodium metabisulfite solution (300 ml), neutralised with solid sodium b...